Dataset: the Open Reaction Database (ORD), a public repository of structured organic reaction records. Task: describe an organic reaction: reactants, conditions, products, and yield The reactants are solution, [OH-].[K+] (KOH), [N+](=O)([O-])C=1C=C(C=CC1)O (3-nitrophenol), ClC=1C=NC=C(C1)Cl (3,5-dichloropyridine). The solvent is O (water), CCOC(=O)C (EtOAc), CN1C(CCC1)=O (N-methylpyrrolidinone), C1(=CC=CC=C1)C (toluene), O (water), CN1C(CCC1)=O (N-methylpyrrolidinone). Reaction conditions: temperature 110 celsius, time 5 hour. Yields the product [N+](=O)([O-])C=1C=C(OC=2C=C(C=NC2)Cl)C=CC1 (5-(3-nitrophenoxy)-3-chloropyridine), product. Isolated yield 42.0%. Reaction SMILES: [OH-].[K+].[N+:3]([C:6]1[CH:7]=[C:8]([OH:12])[CH:9]=[CH:10][CH:11]=1)([O-:5])=[O:4].[Cl:13][C:14]1[CH:15]=[N:16][CH:17]=[C:18](Cl)[CH:19]=1>O.CCOC(C)=O.CN1CCCC1=O.C1(C)C=CC=CC=1>[N+:3]([C:6]1[CH:7]=[C:8]([CH:9]=[CH:10][CH:11]=1)[O:12][C:18]1[CH:19]=[C:14]([Cl:13])[CH:15]=[N:16][CH:17]=1)([O-:5])=[O:4] |f:0.1|. Procedure: The title compound was prepared using methods described in U.S. Pat. No. 3,576,616. Briefly, to a 16.5M solution of KOH (2.2 g, 39.6 mmol) in water was added 3-nitrophenol (5 g, 36 mmol) followed by N-methylpyrrolidinone (11 mL) and toluene (3.6 mL). The resulting mixture was heated to 110° C. and water was removed azeotropically using a Dean-Stark trap. Excess toluene was removed and collected in the trap followed by the addition of N-methylpyrrolidinone (18 mL) and 3,5-dichloropyridine (10.66 ...